From a dataset of the Open Reaction Database (ORD), a public repository of structured organic reaction records. describe an organic reaction: reactants, conditions, products, and yield Starting materials: CC(=O)O, CN1CCN(C(=O)c2ccc(NC(=C3C(=O)Nc4cc(Cl)ccc43)c3ccc(N)c([N+](=O)[O-])c3)cc2)CC1, [H][H]. The product is CN1CCN(C(=O)c2ccc(NC(=C3C(=O)Nc4cc(Cl)ccc43)c3ccc(N)c(N)c3)cc2)CC1. Reaction SMILES: [CH3:41][C:42](=[O:43])[OH:44].[Cl:1][c:2]1[cH:3][cH:4][c:5]2[c:9]([cH:10]1)[NH:8][C:7](=[O:11])[C:6]2=[C:12]([c:13]1[cH:14][c:15]([N+:20]([O-:21])=[O:22])[c:16]([NH2:19])[cH:17][cH:18]1)[NH:23][c:24]1[cH:25][cH:26][c:27]([C:30](=[O:31])[N:32]2[CH2:33][CH2:34][N:35]([CH3:38])[CH2:36][CH2:37]2)[cH:28][cH:29]1.[H:39][H:40]>>[Cl:1][c:2]1[cH:3][cH:4][c:5]2[c:9]([cH:10]1)[NH:8][C:7](=[O:11])[C:6]2=[C:12]([c:13]1[cH:14][c:15]([NH2:20])[c:16]([NH2:19])[cH:17][cH:18]1)[NH:23][c:24]1[cH:25][cH:26][c:27]([C:30](=[O:31])[N:32]2[CH2:33][CH2:34][N:35]([CH3:38])[CH2:36][CH2:37]2)[cH:28][cH:29]1. The reactants are CN1N=C(C(=C1)[N+](=O)[O-])C(=O)O (1-methyl-4-nitro-1H-pyrazole-3-carboxylic acid), solid, [Cl-].[NH4+] (ammonium chloride), amine. Yields the product CN1N=C(C(=C1)[N+](=O)[O-])C(=O)N (1-Methyl-4-nitro-1H-pyrazole-3-carboxylic acid amide). RXN SMILES: [CH3:1][N:2]1[CH:6]=[C:5]([N+:7]([O-:9])=[O:8])[C:4]([C:10]([OH:12])=O)=[N:3]1.[Cl-].[NH4+:14]>>[CH3:1][N:2]1[CH:6]=[C:5]([N+:7]([O-:9])=[O:8])[C:4]([C:10]([NH2:14])=[O:12])=[N:3]1 |f:1.2|. Procedure: The product was obtained according to the method described in example 1, step 1 starting from 1-methyl-4-nitro-1H-pyrazole-3-carboxylic acid and two equivalents of ammonium chloride as amine source as light yellow solid (110 mg, 37%). The reactants are OC1=CC=C(C=C1)C(C)(C)C1=CC=C(C=C1)O (2,2-bis-(4-hydroxyphenyl)-propane), S(O)(O)(=O)=O (sulphuric acid), CC(C)=C (isobutylene). The solvent is C1(=CC=CC=C1)C (toluene). Yields the product OC=1C=C2C(CC(C2=CC1)(C)C)(C)C (5-hydroxy-1,1,3,3-tetramethyl indane). Reaction SMILES: OC1[CH:7]=[CH:6][C:5]([C:8]([C:11]2[CH:16]=[CH:15][C:14]([OH:17])=[CH:13][CH:12]=2)([CH3:10])[CH3:9])=CC=1.S(=O)(=O)(O)O.[CH3:23]C(=C)C>C1(C)C=CC=CC=1>[OH:17][C:14]1[CH:15]=[C:16]2[C:11](=[CH:12][CH:13]=1)[C:8]([CH3:9])([CH3:10])[CH2:5][C:6]2([CH3:7])[CH3:23]. Procedure: 114 g (0.5 mol) of 2,2-bis-(4-hydroxyphenyl)-propane, 6 ml of concentrated sulphuric acid and 90 g (1.6 mol) of isobutylene are stirred in an autoclave for 6 hours at 180° C. After cooling, the reaction product is taken up in 150 ml of toluene and washed with 10 % by weight aqueous sodium hydrogen carbonate solution to remove the catalyst. The toluene solution is then distilled to remove the solvent and the residue of 176.9 g is subsequently subjected to fractional distillation, giving 20.6 g (2... Reactants: ClC=1C=C(C(=CC1C1=CC=C(C=C1)C(F)(F)F)N)N (4-chloro-5-[4-(trifluoromethyl)phenyl]benzene-1,2-diamine), FC(C(C(C(=O)O)(F)F)(F)F)(F)F (heptafluorobutanoic acid), C([O-])([O-])=O.[Na+].[Na+] (sodium carbonate). Solvent: O (water). Procedure: The solution of 4-chloro-5-[4-(trifluoromethyl)phenyl]benzene-1,2-diamine (250 mg, 0.87 mmol) in heptafluorobutanoic acid (1.5 ml) was stirred overnight at 80° C. The result mixture was diluted with water (50 ml) and adjusted to pH 7 with saturated aqueous sodium carbonate. The resulting solution was extracted with ethyl acetate (3×50 ml), combined and dried over anhydrous magnesium sulfate and concentrated under vacuum to give a residue, which was precipitated from dichloromethane (5 ml) to pro... As a reaction SMILES: [Cl:1][C:2]1[CH:3]=[C:4]([NH2:19])[C:5]([NH2:18])=[CH:6][C:7]=1[C:8]1[CH:13]=[CH:12][C:11]([C:14]([F:17])([F:16])[F:15])=[CH:10][CH:9]=1.C(=O)([O-])[O-].[Na+].[Na+].[F:26][C:27]([F:38])([F:37])[C:28]([F:36])([F:35])[C:29]([F:34])([F:33])[C:30](O)=O>O>[Cl:1][C:2]1[C:7]([C:8]2[CH:13]=[CH:12][C:11]([C:14]([F:17])([F:16])[F:15])=[CH:10][CH:9]=2)=[CH:6][C:5]2[NH:18][C:30]([C:29]([F:33])([F:34])[C:28]([F:35])([F:36])[C:27]([F:38])([F:37])[F:26])=[N:19][C:4]=2[CH:3]=1 |f:1.2.3|. Yields the product ClC1=CC2=C(NC(=N2)C(C(C(F)(F)F)(F)F)(F)F)C=C1C1=CC=C(C=C1)C(F)(F)F (5-chloro-2-(heptafluoropropyl)-6-[4-(trifluoromethyl)phenyl]-1H-1,3-benzodiazole). Isolated yield 48.0%.